From a dataset of the Open Reaction Database (ORD), a public repository of structured organic reaction records. describe an organic reaction: reactants, conditions, products, and yield Starting materials: C(C=C)C1=C(C=C(C=C1)C(F)(F)F)O (2-allyl-5-trifluoromethyl-phenol), C(C=C)C1=C(C=CC=C1C(F)(F)F)O (2-allyl-3-trifluoromethyl-phenol), [H][H] (hydrogen). The reagents and catalysts are [Pd] (Pd/C). The solvent is CCOC(=O)C (EtOAc), CO (methanol). The product is C(CC)C1=C(C=C(C=C1)C(F)(F)F)O (2-propyl-5-trifluoromethyl-phenol). Yield: 87.5%. RXN SMILES: [CH2:1]([C:4]1[CH:9]=[CH:8][C:7]([C:10]([F:13])([F:12])[F:11])=[CH:6][C:5]=1[OH:14])[CH:2]=[CH2:3].C(C1C(C(F)(F)F)=CC=CC=1O)C=C.[H][H]>CO.CCOC(C)=O.[Pd]>[CH2:1]([C:4]1[CH:9]=[CH:8][C:7]([C:10]([F:12])([F:13])[F:11])=[CH:6][C:5]=1[OH:14])[CH2:2][CH3:3]. Procedure: A mixture of 2-allyl-5-trifluoromethyl-phenol (60 mg, 12%) and 2-allyl-3-trifluoromethyl-phenol and 10% Pd/C (20 mg) in methanol (4 ml) was hydrogenated under 50 psi hydrogen atmosphere for 1 hour. The mixture was dissolved in EtOAc, filtered through a celite pad. The filtrate was concentrated under reduced pressure, and dried to give 2-propyl-5-trifluoromethyl-phenol (53 mg, 87%).